Dataset: the Open Reaction Database (ORD), a public repository of structured organic reaction records. Task: describe an organic reaction: reactants, conditions, products, and yield Reactants: O (Water), OO (hydrogen peroxide), [OH-].[Na+] (sodium hydroxide), CN(C)CC=1C=C(C#N)C=CC1N1N=C(C=2C1=NC=CC2I)C(C)C (3-{(dimethylamino)methyl}-4-{4-iodo-3-isopropyl-1H-pyrazolo[3,4-b]pyridin-1-yl}benzonitrile). Run in CS(=O)C (DMSO). Conditions: time 20 minute. Product: CN(C)CC=1C=C(C(=O)N)C=CC1N1N=C(C=2C1=NC=CC2I)C(C)C (3-{(dimethylamino)methyl}-4-{4-iodo-3-isopropyl-1H-pyrazolo[3,4-b]pyridin-1-yl}benzamide). Yield: 65.0%. Reaction SMILES: [CH3:1][N:2]([CH2:4][C:5]1[CH:6]=[C:7]([CH:10]=[CH:11][C:12]=1[N:13]1[C:17]2=[N:18][CH:19]=[CH:20][C:21]([I:22])=[C:16]2[C:15]([CH:23]([CH3:25])[CH3:24])=[N:14]1)[C:8]#[N:9])[CH3:3].[OH:26]O.[OH-].[Na+].O>CS(C)=O>[CH3:3][N:2]([CH2:4][C:5]1[CH:6]=[C:7]([CH:10]=[CH:11][C:12]=1[N:13]1[C:17]2=[N:18][CH:19]=[CH:20][C:21]([I:22])=[C:16]2[C:15]([CH:23]([CH3:25])[CH3:24])=[N:14]1)[C:8]([NH2:9])=[O:26])[CH3:1] |f:2.3|. Procedure: Compound (125a) (0.500 g), 2-picoline-borane complex (0.166 g), and dimethylamine (0.216 mL) were dissolved in acetic acid (1.0 mL) and methanol (10 mL), followed by stirring at room temperature for 12 hr. The reaction solution was concentrated, and the residue was purified by basic silica gel column chromatography (hexane/ethyl acetate) to obtain 3-{(dimethylamino)methyl}-4-{4-iodo-3-isopropyl-1H-pyrazolo[3,4-b]pyridin-1-yl}benzonitrile (0.213 g, 40%). This 3-{(dimethylamino)methyl}-4-{4-iodo-3... Reactants: C(#N)CC(=O)OCC1=CC=CC=C1 (benzyl cyanoacetate), C(=O)([O-])[O-].[K+].[K+] (K2CO3), ice water, CuCl2, [N+](=O)([O-])C1=C(N)C=CC(=C1)OC(F)(F)F (2-nitro-4-trifluoromethoxyaniline). The solvent is CN(C)C=O (DMF), C(C)#N (acetonitrile). Run at time 2 hour. Yields the product FC(OC1=CC=C2C=CNC2=C1)(F)F (6-trifluoromethoxyindole). Yield: 63.0%. As a reaction SMILES: [N+:1]([C:4]1[CH:10]=[C:9]([O:11][C:12]([F:15])([F:14])[F:13])[CH:8]=[CH:7][C:5]=1N)([O-])=O.[C:16]([CH2:18]C(OCC1C=CC=CC=1)=O)#N.C([O-])([O-])=O.[K+].[K+]>C(#N)C.CN(C=O)C>[F:13][C:12]([F:15])([F:14])[O:11][C:9]1[CH:10]=[C:4]2[C:5]([CH:16]=[CH:18][NH:1]2)=[CH:7][CH:8]=1 |f:2.3.4|. Reported procedure: To a suspension of t-BuONO (8.01 mL, 67.5 mmol) and CuCl2 (7.26 g, 54 mmol) in acetonitrile (50 mL), at 61° C. with gentle stirring, is added 2-nitro-4-trifluoromethoxyaniline (10.0 g, 45.0 mmol) portionwise. The mixture is stirred at this temperature for 2 h after the addition. The solvent is removed on a rotorvap and the residue is treated with HCl (6 N, 200 mL), and extracted with dichloromethane (3×100 mL). The extracts are combined, dried over anhydrous Na2SO4, and passed through a short si...